Dataset: the Open Reaction Database (ORD), a public repository of structured organic reaction records. Task: describe an organic reaction: reactants, conditions, products, and yield Reactants: [N+](=O)([O-])CC (nitroethane), solution, Cl (hydrogen chloride), solution, [H-].[Al+3].[Li+].[H-].[H-].[H-] (lithium aluminum hydride), C(C)(=O)[O-].[NH4+] (ammonium acetate), COC1=C(C=CC2=CC=CC=C12)C=O (1-methoxy-2-naphthalenecarboxaldehyde), hydrochloride salt. Run in C(C)OCC (diethyl ether), O1CCCC1 (tetrahydrofuran), O1CCCC1 (tetrahydrofuran), C(C)O (ethanol). Reaction conditions: temperature 70 celsius, time 3 hour. Yields the product Cl.COC1=C(C=CC2=CC=CC=C12)CC(C)N (2-(1-Methoxy-naphthalen-2-yl)-1-methylethylamine hydrochloride). Reaction SMILES: [CH3:1][O:2][C:3]1[C:12]2[C:7](=[CH:8][CH:9]=[CH:10][CH:11]=2)[CH:6]=[CH:5][C:4]=1[CH:13]=O.C([O-])(=O)C.[NH4+].[N+:20]([CH2:23][CH3:24])([O-])=O.[H-].[Al+3].[Li+].[H-].[H-].[H-].[ClH:31]>C(O)C.O1CCCC1.C(OCC)C>[ClH:31].[CH3:1][O:2][C:3]1[C:12]2[C:7](=[CH:8][CH:9]=[CH:10][CH:11]=2)[CH:6]=[CH:5][C:4]=1[CH2:13][CH:23]([NH2:20])[CH3:24] |f:1.2,4.5.6.7.8.9,14.15|. Procedure: The product from Step C (3.04 g, 18.3 mmol) was dissolved in ethanol (50 mL), ammonium acetate (1.55 g, 20.10 mmol) was added followed by nitroethane (2.75 g, 36.5 mmol). The reaction mixture was stirred at 70° C. for 3 h and then the solvent was removed. The residue was dissolved in ethyl acetate (100 mL) and washed with water (2×100 mL). The organic layer was dried (MgSO4) and concentrated to give a solid, which was dissolved in anhydrous tetrahydrofuran (100 mL) and cooled to 0° C. To this so... Reactants: C[Si](CCOCN1C=CC2=C1N=CN=C2N2CCC1N(CCCC12)C(=O)OCC1=CC=CC=C1)(C)C (benzyl 1-(7-{[2-(trimethylsilyl)ethoxy]methyl}-7H-pyrrolo[2,3-d]pyrimidin-4-yl)octahydro-4H-pyrrolo[3,2-b]pyridine-4-carboxylate), C(=O)(C(F)(F)F)O (TFA), Heptanes. Solvent: C(Cl)Cl (DCM). Reaction conditions: time 1 hour. Yields the product N1=CN=C(C2=C1NC=C2)N2CCC1N(CCCC12)C(=O)OCC1=CC=CC=C1 (benzyl 1-(7H-pyrrolo[2,3-d]pyrimidin-4-yl)octahydro-4H-pyrrolo[3,2-b]pyridine-4-carboxylate). Reaction SMILES: C[Si](C)(C)CCOC[N:7]1[C:11]2[N:12]=[CH:13][N:14]=[C:15]([N:16]3[CH:24]4[CH:19]([N:20]([C:25]([O:27][CH2:28][C:29]5[CH:34]=[CH:33][CH:32]=[CH:31][CH:30]=5)=[O:26])[CH2:21][CH2:22][CH2:23]4)[CH2:18][CH2:17]3)[C:10]=2[CH:9]=[CH:8]1.C(O)(C(F)(F)F)=O>C(Cl)Cl>[N:12]1[C:11]2[NH:7][CH:8]=[CH:9][C:10]=2[C:15]([N:16]2[CH:24]3[CH:19]([N:20]([C:25]([O:27][CH2:28][C:29]4[CH:30]=[CH:31][CH:32]=[CH:33][CH:34]=4)=[O:26])[CH2:21][CH2:22][CH2:23]3)[CH2:18][CH2:17]2)=[N:14][CH:13]=1. Procedure: To a stirred solution of the product of Step 2 (2.77 g, 5.46 mmol) in DCM (28 mL) was added TFA (28 mL). The resulting solution was stirred for 1 hour at room temperature. Heptanes were then added, and the mixture was concentrated in vacuo, azeotroping with DCM and heptanes until a constant weight was achieved. The resulting oil was taken up into acetonitrile (28 mL), and ammonium hydroxide (28 mL) was added. The solution was stirred at ambient temperature for approximately 5 minutes, then the r... Starting materials: COC(C[C@@H](C)N1C(NC2=CC=CC=C2C1=O)=O)=O ((R)-3-(2,4-Dioxo-1,4-dihydro-2H-quinazolin-3-yl)-butyric acid methyl ester), CN(C)C=O (DMF), BrCC1=NSC2=C1C(=CC(=C2)C)C (3-bromomethyl-4,6-dimethyl-1,2-benzisothiazole), C([O-])([O-])=O.[K+].[K+] (potassium carbonate). Run in O (water). Run at time 18 hour. Product: COC(C[C@@H](C)N1C(N(C2=CC=CC=C2C1=O)CC1=NSC2=C1C(=CC(=C2)C)C)=O)=O ((R)-3-[1-(4,6-dimethyl-1,2-benzisothiazol-3-ylmethyl)-2,4-dioxo-1,4-dihydro-2H-quinazolin-3-yl]-butyric acid methyl ester). The yield is 89.6%. RXN SMILES: [CH3:1][O:2][C:3](=[O:19])[CH2:4][C@H:5]([N:7]1[C:16](=[O:17])[C:15]2[C:10](=[CH:11][CH:12]=[CH:13][CH:14]=2)[NH:9][C:8]1=[O:18])[CH3:6].Br[CH2:21][C:22]1[C:26]2[C:27]([CH3:32])=[CH:28][C:29]([CH3:31])=[CH:30][C:25]=2[S:24][N:23]=1.C(=O)([O-])[O-].[K+].[K+].CN(C=O)C>O>[CH3:1][O:2][C:3](=[O:19])[CH2:4][C@H:5]([N:7]1[C:16](=[O:17])[C:15]2[C:10](=[CH:11][CH:12]=[CH:13][CH:14]=2)[N:9]([CH2:21][C:22]2[C:26]3[C:27]([CH3:32])=[CH:28][C:29]([CH3:31])=[CH:30][C:25]=3[S:24][N:23]=2)[C:8]1=[O:18])[CH3:6] |f:2.3.4|. Procedure details: (R)-3-(2,4-Dioxo-1,4-dihydro-2H-quinazolin-3-yl)-butyric acid methyl ester (124 mg, 0.5 mmol) (prepared according to example 4, steps 1-2), 3-bromomethyl-4,6-dimethyl-1,2-benzisothiazole (150 mg, 0.59 mmol) (prepared according to example 5, steps 1-6), and potassium carbonate (345.5 mg, 2.5 mmol) are combined in a reaction vial and DMF (1 mL) is added. The reaction mixture is agitated at ambient temperature for 18 hours then diluted with water (15 mL). The product is isolated by filtration and p...